describe an organic reaction: reactants, conditions, products, and yield From a dataset of the Open Reaction Database (ORD), a public repository of structured organic reaction records. Starting materials: FC(C(=O)NC1(CCC2(OCCO2)CC1)CC=O)(F)F (2,2,2-trifluoro-N-[8-(2-oxo-ethyl)-1,4-dioxa-spiro[4.5]dec-8-yl]-acetamide), ClC1=CC=C(C=C1)[C@H](C)N ((S)-1-(4-chloro-phenyl)-ethylamine), Intermediate 2. The product is ClC1=CC=C(C=C1)[C@H](C)NCCC1(CCC2(OCCO2)CC1)NC(C(F)(F)F)=O (N-(8-{2-[(S)-1-(4-chloro-phenyl)-ethylamino]-ethyl}-1,4-dioxa-spiro[4.5]dec-8-yl)-2,2,2-trifluoro-acetamide). The yield is 75.0%. RXN SMILES: [F:1][C:2]([F:20])([F:19])[C:3]([NH:5][C:6]1([CH2:16][CH:17]=O)[CH2:15][CH2:14][C:9]2([O:13][CH2:12][CH2:11][O:10]2)[CH2:8][CH2:7]1)=[O:4].[Cl:21][C:22]1[CH:27]=[CH:26][C:25]([C@@H:28]([NH2:30])[CH3:29])=[CH:24][CH:23]=1>>[Cl:21][C:22]1[CH:27]=[CH:26][C:25]([C@@H:28]([NH:30][CH2:17][CH2:16][C:6]2([NH:5][C:3](=[O:4])[C:2]([F:19])([F:20])[F:1])[CH2:15][CH2:14][C:9]3([O:13][CH2:12][CH2:11][O:10]3)[CH2:8][CH2:7]2)[CH3:29])=[CH:24][CH:23]=1. Procedure details: The title compound is prepared from 2,2,2-trifluoro-N-[8-(2-oxo-ethyl)-1,4-dioxa-spiro[4.5]dec-8-yl]-acetamide and (S)-1-(4-chloro-phenyl)-ethylamine following a procedure analogous to that described in Step 3 of Intermediate 2. Yield: 75% of theory; LC (method 8): tR=1.10 min; Mass spectrum (ESI+): m/z=435/437 (Cl) [M+H]+. The reactants are FC(C=1C(=CC2=C(N=CNS2(=O)=O)C1)S(N)(=O)=O)(F)F (6-Trifluoromethyl-7-sulfamoyl-1,2,4-benzothiadiazine-1,1-dioxide), ClS(=O)(=O)O (chlorosulfonic acid). Solvent: O (water). Yields the product FC(C=1C(=CC2=C(N=CNS2(=O)=O)C1)S(=O)(=O)Cl)(F)F (6-Trifluoromethyl-7-chlorosulfonyl-1,2,4-benzothiadiazine-1,1-dioxide). Reaction SMILES: [F:1][C:2]([F:20])([F:19])[C:3]1[C:4]([S:15](=[O:18])(=[O:17])N)=[CH:5][C:6]2[S:11](=[O:13])(=[O:12])[NH:10][CH:9]=[N:8][C:7]=2[CH:14]=1.[Cl:21]S(O)(=O)=O>O>[F:1][C:2]([F:20])([F:19])[C:3]1[C:4]([S:15]([Cl:21])(=[O:18])=[O:17])=[CH:5][C:6]2[S:11](=[O:13])(=[O:12])[NH:10][CH:9]=[N:8][C:7]=2[CH:14]=1. Procedure: 6-Trifluoromethyl-7-sulfamoyl-1,2,4-benzothiadiazine-1,1-dioxide (0.2 mole) is added portionwise with stirring to chlorosulfonic acid (300 ml.) cooled in an ice-bath over 30 minutes. The mixture is then heated for 2 hours on the steam bath, cooled and poured onto a mixture of ice and water. The solid is collected on the filter, washed with cold water and air-dried at room temperature and recrystallized from acetone-hexane. Starting materials: CC1=NC(=NC(=C1)CF)N (4-methyl-6-fluoromethyl-2-pyrimidinamine), C(=O)(OC)C1=C(C=CC=C1)S(=O)(=O)N=C=O (o-carbomethoxybenzenesulfonyl isocyanate). Solvent: C(Cl)Cl (CH2Cl2). Conditions: time 16 hour. Product: FCC1=NC(=NC(=C1)C)NC(=O)NS(=O)(=O)C1=C(C(=O)OC)C=CC=C1 (Methyl 2-[[[4-(fluoromethyl)-6-methylpyrimidin-2-yl]aminocarbonyl]aminosulfonyl]benzoate). Isolated yield 52.3%. RXN SMILES: [CH3:1][C:2]1[CH:7]=[C:6]([CH2:8][F:9])[N:5]=[C:4]([NH2:10])[N:3]=1.[C:11]([C:15]1[CH:20]=[CH:19][CH:18]=[CH:17][C:16]=1[S:21]([N:24]=[C:25]=[O:26])(=[O:23])=[O:22])([O:13][CH3:14])=[O:12]>C(Cl)Cl>[F:9][CH2:8][C:6]1[CH:7]=[C:2]([CH3:1])[N:3]=[C:4]([NH:10][C:25]([NH:24][S:21]([C:16]2[CH:17]=[CH:18][CH:19]=[CH:20][C:15]=2[C:11]([O:13][CH3:14])=[O:12])(=[O:23])=[O:22])=[O:26])[N:5]=1. Procedure: To a stirring solution of 4-methyl-6-fluoromethyl-2-pyrimidinamine (1.4 mmol) in 25 ml of CH2Cl2 was added o-carbomethoxybenzenesulfonyl isocyanate (1.77 mmol). After stirring 16 hours the reaction was concentrated and the resulting solid washed with butyl chloride to afford 0.28 g of the desired product, m.p. 181°-186° C. NMR (90 MHz, CDCl3): δ 2.5 (s, 3H); 4.0 (s, 3H); 5.2 (s, 1H); 5.7 (s, 1H); 7.0 (s, 1H); 7.6 (m, 3H); 8.2 (m, 1H); 10.3 (s, 1H); 12.8 (br. s, 1H). Reactants: CN(C)C=O, O=C=NCCCl, Cc1c(-c2ccccc2)oc2c(N)cccc2c1=O, O. Yields the product Cc1c(-c2ccccc2)oc2c(NC(=O)NCCCl)cccc2c1=O. Reaction SMILES: [CH3:27][N:28]([CH3:29])[CH:30]=[O:31].[Cl:1][CH2:2][CH2:3][N:4]=[C:5]=[O:6].[NH2:7][c:8]1[cH:9][cH:10][cH:11][c:12]2[c:13](=[O:25])[c:14]([CH3:24])[c:15](-[c:18]3[cH:19][cH:20][cH:21][cH:22][cH:23]3)[o:16][c:17]12.[OH2:26]>>[Cl:1][CH2:2][CH2:3][NH:4][C:5](=[O:6])[NH:7][c:8]1[cH:9][cH:10][cH:11][c:12]2[c:13](=[O:25])[c:14]([CH3:24])[c:15](-[c:18]3[cH:19][cH:20][cH:21][cH:22][cH:23]3)[o:16][c:17]12.